Dataset: the Open Reaction Database (ORD), a public repository of structured organic reaction records. Task: describe an organic reaction: reactants, conditions, products, and yield The reactants are C(C)(C)(C)OC([C@H]1N(CCC1)C[C@H]([C@H](CC1=CC=CC=C1)NC([C@@H](N)CC(N)=O)=O)O)=O (N-[3(S)-[[L-asparaginyl]amino]-2(R)-hydroxy-4-phenylbutyl]-L-proline tert.butyl ester), C(CCC1=CC=CC=C1)(=O)Cl (hydrocinnamoyl chloride), C(C)(C)N(CC)C(C)C (diisopropylethylamine). The solvent is C(C)(=O)OCC.CCCCCC (ethyl acetate n-hexane). Yields the product C(C)(C)(C)OC([C@H]1N(CCC1)C[C@H]([C@H](CC1=CC=CC=C1)NC([C@@H](NC(CCC1=CC=CC=C1)=O)CC(N)=O)=O)O)=O (N-[3(S)-[(N-hydrocinnamoyl-L-asparaginyl)amino]-2(R)-hydroxy-4-phenylbutyl]-L-proline tert.butyl ester). The yield is 66.4%. RXN SMILES: [C:1]([O:5][C:6](=[O:32])[C@@H:7]1[CH2:11][CH2:10][CH2:9][N:8]1[CH2:12][C@@H:13]([OH:31])[C@@H:14]([NH:22][C:23](=[O:30])[C@H:24]([CH2:26][C:27](=[O:29])[NH2:28])[NH2:25])[CH2:15][C:16]1[CH:21]=[CH:20][CH:19]=[CH:18][CH:17]=1)([CH3:4])([CH3:3])[CH3:2].[C:33](Cl)(=[O:42])[CH2:34][CH2:35][C:36]1[CH:41]=[CH:40][CH:39]=[CH:38][CH:37]=1.C(N(C(C)C)CC)(C)C>C(OCC)(=O)C.CCCCCC>[C:1]([O:5][C:6](=[O:32])[C@@H:7]1[CH2:11][CH2:10][CH2:9][N:8]1[CH2:12][C@@H:13]([OH:31])[C@@H:14]([NH:22][C:23](=[O:30])[C@H:24]([CH2:26][C:27](=[O:29])[NH2:28])[NH:25][C:33](=[O:42])[CH2:34][CH2:35][C:36]1[CH:41]=[CH:40][CH:39]=[CH:38][CH:37]=1)[CH2:15][C:16]1[CH:17]=[CH:18][CH:19]=[CH:20][CH:21]=1)([CH3:4])([CH3:2])[CH3:3] |f:3.4|. Procedure details: In a manner analogous to that described in Example 21, from 249 mg of N-[3(S)-[[L-asparaginyl]amino]-2(R)-hydroxy-4-phenylbutyl]-L-proline tert.butyl ester, 94 mg of hydrocinnamoyl chloride and 72 mg of diisopropylethylamine there were obtained 214 mg of N-[3(S)-[(N-hydrocinnamoyl-L-asparaginyl)amino]-2(R)-hydroxy-4-phenylbutyl]-L-proline tert.butyl ester as a white solid (from ethyl acetate/n-hexane); MS: m/e 581 [M+H]+. Starting materials: BrCC[C@H]1C(NC2=C([C@](O1)(C(F)(F)F)\C=C\C1CC1)C=C(C=C2)Cl)=O (rel-(3S,5S)-trans-3-(2-bromoethyl)-7-chloro-5-cyclopropylethenyl-1,5-dihydro-5-(trifluoromethyl)-4,1-benzoxazepin-2(3H)-one), [N+](=O)([O-])C1=C(C=CC=C1)[Se]C#N (2-nitrophenylselenocyanate), [Na] (sodium). Solvent: C1CCOC1 (THF), C(C)O (ethanol), C1CCOC1 (THF), C(C)O (ethanol). Conditions: time 1.5 hour. The product is ClC=1C=CC2=C([C@](O[C@H](C(N2)=O)C=C)(C(F)(F)F)\C=C\C2CC2)C1 (rel-(3S,5S)-trans-7-Chloro-5-(2-cyclopropylethenyl)-1,5-dihydro-3-ethenyl-5-(trifluoromethyl)-4,1-benzoxazepin-2(3H)-one). The yield is 58.5%. RXN SMILES: [N+](C1C=CC=CC=1[Se]C#N)([O-])=O.[Na].Br[CH2:15][CH2:16][C@@H:17]1[O:23][C@:22](/[CH:28]=[CH:29]/[CH:30]2[CH2:32][CH2:31]2)([C:24]([F:27])([F:26])[F:25])[C:21]2[CH:33]=[C:34]([Cl:37])[CH:35]=[CH:36][C:20]=2[NH:19][C:18]1=[O:38]>C1COCC1.C(O)C>[Cl:37][C:34]1[CH:35]=[CH:36][C:20]2[NH:19][C:18](=[O:38])[C@H:17]([CH:16]=[CH2:15])[O:23][C@:22](/[CH:28]=[CH:29]/[CH:30]3[CH2:32][CH2:31]3)([C:24]([F:25])([F:26])[F:27])[C:21]=2[CH:33]=1 |^1:12|. Reported procedure: To a room temperature solution of 238 mg (1.05 mmol) of 2-nitrophenylselenocyanate in 3.0 mL of THF was added 9 mL of ethanol and 66 mg of sodium borchydride. After stirring 1.5 h, a solution of 153 mg of rel-(3S,5S)-trans-3-(2-bromoethyl)-7-chloro-5-cyclopropylethenyl-1,5-dihydro-5-(trifluoromethyl)-4,1-benzoxazepin-2(3H)-one in 1.5 mL of dry THF and 5 mL of ethanol was added, and the resulting mixture was stirred at ambient temperature for 32 h. The reaction mixture was partitioned between wat... The reactants are BrCCCCBr, CCOC(=O)C(C)C, [Li]CCCC, CCCCCC, CN(C)P(=O)(N(C)C)N(C)C, CC(C)NC(C)C, C1CCOC1. Product: CCOC(=O)C(C)(C)CCCCBr. RXN SMILES: [Br:21][CH2:22][CH2:23][CH2:24][CH2:25][Br:26].[C:13]([CH:14]([CH3:15])[CH3:16])(=[O:17])[O:18][CH2:19][CH3:20].[CH2:1]([Li:2])[CH2:3][CH2:4][CH3:5].[CH3:27][CH2:28][CH2:29][CH2:30][CH2:31][CH3:32].[CH3:38][N:39]([P:40]([N:41]([CH3:42])[CH3:43])([N:44]([CH3:45])[CH3:46])=[O:47])[CH3:48].[CH:6]([NH:7][CH:8]([CH3:9])[CH3:10])([CH3:11])[CH3:12].[O:33]1[CH2:34][CH2:35][CH2:36][CH2:37]1>>[C:13]([C:14]([CH3:15])([CH3:16])[CH2:25][CH2:24][CH2:23][CH2:22][Br:21])(=[O:17])[O:18][CH2:19][CH3:20]. The reactants are CC1=CC(=C(C(N1CC(=O)OC)=O)[N+](=O)[O-])OS(=O)(=O)C(F)(F)F (methyl 6-methyl-3-nitro-2-oxo-4-[[(trifluoromethyl)sulphonyl]oxy]-1,2-dihydropyridine-1-acetate), FC1=CC=C(C=C1)CBr ((4-fluorophenyl)-methyl bromide). Product: FC1=CC=C(C=C1)CC1=C(C(N(C(=C1)C)CC(=O)OC)=O)[N+](=O)[O-] (Methyl 4-[(4-fluorophenyl)methyl]-6-methyl-3-nitro-2-oxo-1,2-dihydropyridine-1-acetate). As a reaction SMILES: [CH3:1][C:2]1[N:7]([CH2:8][C:9]([O:11][CH3:12])=[O:10])[C:6](=[O:13])[C:5]([N+:14]([O-:16])=[O:15])=[C:4](OS(C(F)(F)F)(=O)=O)[CH:3]=1.[F:25][C:26]1[CH:31]=[CH:30][C:29]([CH2:32]Br)=[CH:28][CH:27]=1>>[F:25][C:26]1[CH:31]=[CH:30][C:29]([CH2:32][C:4]2[CH:3]=[C:2]([CH3:1])[N:7]([CH2:8][C:9]([O:11][CH3:12])=[O:10])[C:6](=[O:13])[C:5]=2[N+:14]([O-:16])=[O:15])=[CH:28][CH:27]=1. Reported procedure: This compound is prepared from 11 g (29.4 mmol) of methyl 6-methyl-3-nitro-2-oxo-4-[[(trifluoromethyl)sulphonyl]oxy]-1,2-dihydropyridine-1-acetate and 10 g (52.9 mmol) of (4-fluorophenyl)-methyl bromide according to the method described in 1.5.